From a dataset of the Open Reaction Database (ORD), a public repository of structured organic reaction records. describe an organic reaction: reactants, conditions, products, and yield The reactants are IC=1N=NC(=CC1)C#CC1=CC=CC=C1 (3-Iodo-6-(phenylethynyl)pyridazine), CC1(CC(NCC1)=O)C (4,4-dimethylpiperidin-2-one), C1(=CC=CC=C1)P(C1=CC=CC=2C(C3=CC=CC(=C3OC12)P(C1=CC=CC=C1)C1=CC=CC=C1)(C)C)C1=CC=CC=C1 (4,5-bis(diphenylphosphino)-9,9-dimethylxanthene). The reagents and catalysts are C=1C=CC(=CC1)/C=C/C(=O)/C=C/C2=CC=CC=C2.C=1C=CC(=CC1)/C=C/C(=O)/C=C/C2=CC=CC=C2.C=1C=CC(=CC1)/C=C/C(=O)/C=C/C2=CC=CC=C2.[Pd].[Pd] (tris(dibenzylideneacetone)dipalladium(0)). Run in C1(=CC=CC=C1)C (toluene). Yields the product CC1(CC(N(CC1)C=1N=NC(=CC1)C#CC1=CC=CC=C1)=O)C (4,4-Dimethyl-1-(6-(phenylethynyl)pyridazin-3-yl)piperidin-2-one). The yield is 22.6%. As a reaction SMILES: I[C:2]1[N:3]=[N:4][C:5]([C:8]#[C:9][C:10]2[CH:15]=[CH:14][CH:13]=[CH:12][CH:11]=2)=[CH:6][CH:7]=1.[CH3:16][C:17]1([CH3:24])[CH2:22][CH2:21][NH:20][C:19](=[O:23])[CH2:18]1.C1(P(C2C=CC=CC=2)C2C3OC4C(=CC=CC=4P(C4C=CC=CC=4)C4C=CC=CC=4)C(C)(C)C=3C=CC=2)C=CC=CC=1>C1(C)C=CC=CC=1.C1C=CC(/C=C/C(/C=C/C2C=CC=CC=2)=O)=CC=1.C1C=CC(/C=C/C(/C=C/C2C=CC=CC=2)=O)=CC=1.C1C=CC(/C=C/C(/C=C/C2C=CC=CC=2)=O)=CC=1.[Pd].[Pd]>[CH3:16][C:17]1([CH3:24])[CH2:22][CH2:21][N:20]([C:2]2[N:3]=[N:4][C:5]([C:8]#[C:9][C:10]3[CH:15]=[CH:14][CH:13]=[CH:12][CH:11]=3)=[CH:6][CH:7]=2)[C:19](=[O:23])[CH2:18]1 |f:4.5.6.7.8|. Reported procedure: To a well stirred suspension of 3-iodo-6-(phenylethynyl)pyridazine (Example 151, step 1) (80 mg, 261 μmol), 4,4-dimethylpiperidin-2-one (66.5 mg, 314 μmol, 1.2 equiv.) and 4,5-bis(diphenylphosphino)-9,9-dimethylxanthene (xantphos) (6.05 mg, 10.5 μmol, 0.04 equiv.) in 2-ml of toluene were added under argon atmosphere tris(dibenzylideneacetone)dipalladium(0) (Pd2(dba)3), (4.79 mg, 5.23 μmol, 0.02 equiv.) and the mixture was stirred for 4 hours at 100° C. The crude mixture was directly purified by ... Product: C(C(=O)C)C1=CC=C(OCCCCCCCCCCBr)C=C1 (10-(4-acetonylphenoxy)decyl bromide), ethylene ketal. Reaction conditions: time 10 minute. Solvent: CO (methanol), CO (methanol). Starting materials: OC1=CC=C(C=C1)CC(C)=O (4-hydroxyphenyl propan-2-one), ethylene ketal, [Na] (sodium), BrCCCCCCCCCCBr (1,10-dibromodecane). As a reaction SMILES: [OH:1][C:2]1[CH:7]=[CH:6][C:5]([CH2:8][C:9](=[O:11])[CH3:10])=[CH:4][CH:3]=1.[Na].[Br:13][CH2:14][CH2:15][CH2:16][CH2:17][CH2:18][CH2:19][CH2:20][CH2:21][CH2:22][CH2:23]Br>CO>[CH2:8]([C:5]1[CH:4]=[CH:3][C:2]([O:1][CH2:23][CH2:22][CH2:21][CH2:20][CH2:19][CH2:18][CH2:17][CH2:16][CH2:15][CH2:14][Br:13])=[CH:7][CH:6]=1)[C:9]([CH3:10])=[O:11] |^1:11|. Procedure: A solution of 4-hydroxyphenyl propan-2-one, ethylene ketal (5.26 g) in methanol at room temperature, was treated with sodium (0.66 g) and allowed to stir for 10 minutes. The resulting solution was then added dropwise over 15 minutes to a solution of 1,10-dibromodecane (9.0 g) in methanol under reflux and the reaction mixture heated for 3 h. The mixture was allowed to cool and the solvent was removed in vacuo. The residue was partitioned between diethylether and water, the organic layer separated... Reactants: BrCCBr, COC(=O)C(I)=CC1CCCC1, C[Si](C)(C)Cl, [Cl-], Cc1nnnn1-c1ccc(I)cc1Cl, [NH4+], C1CCOC1, [Zn], c1ccc(P(c2ccccc2)c2ccccc2)cc1. Yields the product COC(=O)C(=CC1CCCC1)c1ccc(-n2nnnc2C)c(Cl)c1. As a reaction SMILES: [Br:1][CH2:2][CH2:3][Br:4].[CH3:10][O:11][C:12]([C:13](=[CH:14][CH:15]1[CH2:16][CH2:17][CH2:18][CH2:19]1)[I:20])=[O:21].[CH3:5][Si:6]([Cl:7])([CH3:8])[CH3:9].[Cl-:55].[Cl:41][c:42]1[c:43](-[n:49]2[n:50][n:51][n:52][c:53]2[CH3:54])[cH:44][cH:45][c:46]([I:48])[cH:47]1.[NH4+:56].[O:57]1[CH2:58][CH2:59][CH2:60][CH2:61]1.[Zn:62].[c:22]1([P:23]([c:24]2[cH:25][cH:26][cH:27][cH:28][cH:29]2)[c:30]2[cH:31][cH:32][cH:33][cH:34][cH:35]2)[cH:36][cH:37][cH:38][cH:39][cH:40]1>>[CH3:10][O:11][C:12]([C:13](=[CH:14][CH:15]1[CH2:16][CH2:17][CH2:18][CH2:19]1)[c:46]1[cH:45][cH:44][c:43](-[n:49]2[n:50][n:51][n:52][c:53]2[CH3:54])[c:42]([Cl:41])[cH:47]1)=[O:21]. Starting materials: ClCCl, C=CCCC(O)c1ccc(F)cc1. Yields the product C=CCCC(=O)c1ccc(F)cc1. Reaction SMILES: [Cl:14][CH2:15][Cl:16].[F:1][c:2]1[cH:3][cH:4][c:5]([CH:8]([CH2:9][CH2:10][CH:11]=[CH2:12])[OH:13])[cH:6][cH:7]1>>[F:1][c:2]1[cH:3][cH:4][c:5]([C:8]([CH2:9][CH2:10][CH:11]=[CH2:12])=[O:13])[cH:6][cH:7]1. The reactants are C(C)(C)(C)OC(=O)N1C[C@H](CC1)OC1=CC=C(C=C1)CC(=O)OCC (ethyl 2-[4-[(3S)-1-(t-butoxycarbonyl)-3-pyrrolidyloxy]phenyl]acetate), [OH-].[Na+] (sodium hydroxide). Solvent: C(C)O (ethanol). Conditions: time 8 hour. Yields the product C(C)(C)(C)OC(=O)N1C[C@H](CC1)OC1=CC=C(C=C1)CC(=O)O (2-[4-[(3S)-1-t-butoxycarbonyl-3-pyrrolidyloxy]phenyl]acetic acid). Reaction SMILES: [C:1]([O:5][C:6]([N:8]1[CH2:12][CH2:11][C@H:10]([O:13][C:14]2[CH:19]=[CH:18][C:17]([CH2:20][C:21]([O:23]CC)=[O:22])=[CH:16][CH:15]=2)[CH2:9]1)=[O:7])([CH3:4])([CH3:3])[CH3:2].[OH-].[Na+]>C(O)C>[C:1]([O:5][C:6]([N:8]1[CH2:12][CH2:11][C@H:10]([O:13][C:14]2[CH:15]=[CH:16][C:17]([CH2:20][C:21]([OH:23])=[O:22])=[CH:18][CH:19]=2)[CH2:9]1)=[O:7])([CH3:4])([CH3:2])[CH3:3] |f:1.2|. Reported procedure: 750 mg of ethyl 2-[4-[(3S)-1-(t-butoxycarbonyl)-3-pyrrolidyloxy]phenyl]acetate was dissolved in 10 ml of ethanol. 4 ml of 1 N aqueous sodium hydroxide solution was added to the obtained solution. After stirring at room temperature overnight, the solvent was evaporated. 1 N hydrochloric acid was added to the residue. After the same isolation process as that of step 1 in Example 1 with ethyl acetate as the extractant, the title compound was obtained.